This data is from the Open Reaction Database (ORD), a public repository of structured organic reaction records. The task is: describe an organic reaction: reactants, conditions, products, and yield The reactants are BrCc1ccccc1, CCO, Sc1nc2ccccc2[nH]1. Yields the product c1ccc(CSc2nc3ccccc3[nH]2)cc1. As a reaction SMILES: [CH2:11]([c:12]1[cH:13][cH:14][cH:15][cH:16][cH:17]1)[Br:18].[CH3:19][CH2:20][OH:21].[SH:1][c:2]1[nH:3][c:4]2[c:5]([n:6]1)[cH:7][cH:8][cH:9][cH:10]2>>[S:1]([c:2]1[nH:3][c:4]2[c:5]([n:6]1)[cH:7][cH:8][cH:9][cH:10]2)[CH2:11][c:12]1[cH:13][cH:14][cH:15][cH:16][cH:17]1. The reactants are [Li+].[OH-] (LiOH), C(Cl)Cl (DCM), COC(CC1=CC(=C(C=C1)C1=C(C(=NO1)C1=CC=CC=C1)C(NCCOC1=C(C=C(C=C1)Cl)Cl)=O)Cl)=O ((3-Chloro-4-{4-[2-(2,4-dichloro-phenoxy)-ethyl-carbamoyl]-3-phenyl-isoxazol-5-yl}-phenyl)-acetic acid methyl ester), Cl (HCl). The solvent is O (H2O), C1CCOC1 (THF). Reaction conditions: time 8 hour. Yields the product ClC=1C=C(C=CC1C1=C(C(=NO1)C1=CC=CC=C1)C(NCCOC1=C(C=C(C=C1)Cl)Cl)=O)CC(=O)O ((3-Chloro-4-{4-[2-(2,4-dichloro-phenoxy)-ethylcarbamoyl]-3-phenyl-isoxazol-5-yl}-phenyl)-acetic acid). RXN SMILES: C[O:2][C:3](=[O:37])[CH2:4][C:5]1[CH:10]=[CH:9][C:8]([C:11]2[O:15][N:14]=[C:13]([C:16]3[CH:21]=[CH:20][CH:19]=[CH:18][CH:17]=3)[C:12]=2[C:22](=[O:35])[NH:23][CH2:24][CH2:25][O:26][C:27]2[CH:32]=[CH:31][C:30]([Cl:33])=[CH:29][C:28]=2[Cl:34])=[C:7]([Cl:36])[CH:6]=1.[Li+].[OH-].Cl.C(Cl)Cl>C1COCC1.O>[Cl:36][C:7]1[CH:6]=[C:5]([CH2:4][C:3]([OH:37])=[O:2])[CH:10]=[CH:9][C:8]=1[C:11]1[O:15][N:14]=[C:13]([C:16]2[CH:17]=[CH:18][CH:19]=[CH:20][CH:21]=2)[C:12]=1[C:22](=[O:35])[NH:23][CH2:24][CH2:25][O:26][C:27]1[CH:32]=[CH:31][C:30]([Cl:33])=[CH:29][C:28]=1[Cl:34] |f:1.2|. Procedure details: The crude (3-Chloro-4-{4-[2-(2,4-dichloro-phenoxy)-ethyl-carbamoyl]-3-phenyl-isoxazol-5-yl}-phenyl)-acetic acid methyl ester 62 is dissolved in THF (2 mL). A solution of 1 M LiOH in H2O (0.6 mL) is added and the mixture is stirred overnight at room temperature. The mixture is acidified with 1 M HCl, DCM (10 mL) is added and the organic layer washed with H2O (3×5 mL). The organic layer is dried (MgSO4), filtered, concentrated and purified on reverse phase HPLC (H2O/MeCN gradient) to afford the ti... The reactants are BrB(Br)Br, COc1ccc2c(Oc3ccc(OCCN4CCCCC4)cc3)c(-c3cscc3C#N)ccc2c1, ClCCl, Cl. Yields the product N#Cc1cscc1-c1ccc2cc(O)ccc2c1Oc1ccc(OCCN2CCCCC2)cc1. Reaction SMILES: [B:1]([Br:2])([Br:3])[Br:4].[CH3:6][O:7][c:8]1[cH:9][c:10]2[cH:11][cH:12][c:13](-[c:34]3[c:35]([C:39]#[N:40])[cH:36][s:37][cH:38]3)[c:14]([O:18][c:19]3[cH:20][cH:21][c:22]([O:25][CH2:26][CH2:27][N:28]4[CH2:29][CH2:30][CH2:31][CH2:32][CH2:33]4)[cH:23][cH:24]3)[c:15]2[cH:16][cH:17]1.[Cl:41][CH2:42][Cl:43].[ClH:5]>>[OH:7][c:8]1[cH:9][c:10]2[cH:11][cH:12][c:13](-[c:34]3[c:35]([C:39]#[N:40])[cH:36][s:37][cH:38]3)[c:14]([O:18][c:19]3[cH:20][cH:21][c:22]([O:25][CH2:26][CH2:27][N:28]4[CH2:29][CH2:30][CH2:31][CH2:32][CH2:33]4)[cH:23][cH:24]3)[c:15]2[cH:16][cH:17]1. The reactants are [H-].[Na+] (sodium hydride), O (water), N=1C(N=C2C1CCCC2)=S (4,5,6,7-tetrahydrobenzimidazol-2-thione), BrCCCCCN(C(=O)NC1=C(C=C(C=C1)F)F)CCCCCCC (N-(5-bromopentyl)-N'-(2,4-difluorophenyl)-N-heptyl urea). Solvent: CN(C=O)C (N,N-dimethylformamide). Reaction conditions: time 2 hour. The product is FC1=C(C=CC(=C1)F)NC(N(CCCCCSC1=NC2=C(N1)CCCC2)CCCCCCC)=O (N'-(2,4-difluorophenyl)-N-heptyl-N-[5-(4,5,6,7-tetrahydro-1H-benzimidazol-2-ylthio)pentyl]urea). Isolated yield 18.2%. As a reaction SMILES: [H-].[Na+].[N:3]1[C:4](=[S:12])[N:5]=[C:6]2[CH2:11][CH2:10][CH2:9][CH2:8][C:7]=12.Br[CH2:14][CH2:15][CH2:16][CH2:17][CH2:18][N:19]([CH2:31][CH2:32][CH2:33][CH2:34][CH2:35][CH2:36][CH3:37])[C:20]([NH:22][C:23]1[CH:28]=[CH:27][C:26]([F:29])=[CH:25][C:24]=1[F:30])=[O:21].O>CN(C)C=O>[F:30][C:24]1[CH:25]=[C:26]([F:29])[CH:27]=[CH:28][C:23]=1[NH:22][C:20](=[O:21])[N:19]([CH2:31][CH2:32][CH2:33][CH2:34][CH2:35][CH2:36][CH3:37])[CH2:18][CH2:17][CH2:16][CH2:15][CH2:14][S:12][C:4]1[NH:5][C:6]2[CH2:11][CH2:10][CH2:9][CH2:8][C:7]=2[N:3]=1 |f:0.1|. Procedure details: Part B. To a suspension of sodium hydride (0.099 g, 0.004 mol; washed free of the mineral oil with hexane) in N,N-dimethylformamide (15 ml) under a nitrogen atmosphere, cooled to 0°, 4,5,6,7-tetrahydrobenzimidazol-2-thione (0.50 g, 0.0033 mol) was added slowly. The reaction mixture was stirred for two hours and then a solution of N-(5-bromopentyl)-N'-(2,4-difluorophenyl)-N-heptyl urea (1.38 g, 0.0033 mol) in N,N-dimethylformamide (5 ml) was added. The reaction mixture was stirred at 0° for one h... The reactants are CCOC(=O)N=NC(=O)OCC, C1CCOC1, c1ccc(P(c2ccccc2)c2ccccc2)cc1, OCc1ccncc1, CCOC(=O)c1cc2cccnc2[nH]1. Yields the product CCOC(=O)c1cc2cccnc2n1Cc1ccncc1. RXN SMILES: [O:42]=[C:43]([O:44][CH2:45][CH3:46])[N:47]=[N:48][C:49]([O:50][CH2:51][CH3:52])=[O:53].[O:54]1[CH2:55][CH2:56][CH2:57][CH2:58]1.[c:9]1([P:10]([c:11]2[cH:12][cH:13][cH:14][cH:15][cH:16]2)[c:17]2[cH:18][cH:19][cH:20][cH:21][cH:22]2)[cH:23][cH:24][cH:25][cH:26][cH:27]1.[n:1]1[cH:2][cH:3][c:4]([CH2:7][OH:8])[cH:5][cH:6]1.[nH:28]1[c:29]([C:37](=[O:38])[O:39][CH2:40][CH3:41])[cH:30][c:31]2[c:32]1[n:33][cH:34][cH:35][cH:36]2>>[n:1]1[cH:2][cH:3][c:4]([CH2:7][n:28]2[c:29]([C:37](=[O:38])[O:39][CH2:40][CH3:41])[cH:30][c:31]3[c:32]2[n:33][cH:34][cH:35][cH:36]3)[cH:5][cH:6]1. Reactants: ClC1=CC=C(C=C1)[C@H]1CCC(N[C@@H]1C1=CC=C(C=C1)Cl)=O ((5R,6S)-5,6-bis(4-chlorophenyl)piperidin-2-one), [H-].[Na+] (sodium hydride), [NH4+].[Cl-] (NH4Cl), BrC(C(=O)OC(C)(C)C)CC (tert-butyl 2-bromobutanoate). The solvent is CN(C)C=O (DMF). Procedure details: To a solution of 13.5 g (42.2 mmol) of (5R,6S)-5,6-bis(4-chlorophenyl)piperidin-2-one (Example 1, Step E) in 140 mL of DMF was added 4.22 g (105 mmol) of a dispersion of 60% sodium hydride in mineral oil at 0° C. After being stirred for 20 min, tert-butyl 2-bromobutanoate (28.2 g, 126 mmol) was added at 0° C. and the resulting solution was stirred at 25° C. for 1.5 h until completion of the reaction. Then sat. aq. NH4Cl solution was added and the mixture was extracted with ethylacetate. The comb... Product: ClC=1C=C(C=CC1)[C@@H]1[C@H](N(C(CC1)=O)[C@H](C(=O)OC(C)(C)C)CC)C1=CC=C(C=C1)Cl (tert-butyl (2S)-2-((2S,3R)-3-(3-chlorophenyl)-2-(4-chlorophenyl)-6-oxo-1-piperidinyl)butanoate). Reaction SMILES: Cl[C:2]1[CH:7]=[CH:6][C:5]([C@@H:8]2[C@@H:13]([C:14]3[CH:19]=[CH:18][C:17]([Cl:20])=[CH:16][CH:15]=3)[NH:12][C:11](=[O:21])[CH2:10][CH2:9]2)=[CH:4][CH:3]=1.[H-].[Na+].Br[CH:25]([CH2:33][CH3:34])[C:26]([O:28][C:29]([CH3:32])([CH3:31])[CH3:30])=[O:27].[NH4+].[Cl-:36]>CN(C=O)C>[Cl:36][C:3]1[CH:4]=[C:5]([C@H:8]2[CH2:9][CH2:10][C:11](=[O:21])[N:12]([C@@H:25]([CH2:33][CH3:34])[C:26]([O:28][C:29]([CH3:32])([CH3:31])[CH3:30])=[O:27])[C@@H:13]2[C:14]2[CH:19]=[CH:18][C:17]([Cl:20])=[CH:16][CH:15]=2)[CH:6]=[CH:7][CH:2]=1 |f:1.2,4.5|. Conditions: time 20 minute. Procedure details: 2.9 g (6.54 mmol) of 5(S)-(Boc-amino)-4(S)-hydroxy-6-(p-methoxyphenyl)-2(R)-(phenylmethyl)hexanoic acid in 7 ml of DMF are silylated, at RT for 20 h and under an N2 atmosphere, with 4.5 g (30 mmol) of tert-butyldimethylchlorosilane and 3.65 g (53.6 mmol) of imidazole. The reaction mixture is poured onto 500 ml of ice-water, and this mixture is extracted 3× with ethyl acetate. The organic phases are washed with 10% citric acid solution, 2× water and saline, dried with Na2SO4 and evaporated. Hydro... The solvent is CCCCCC.C(C)(=O)OCC (hexane ethyl acetate), CN(C)C=O (DMF), O (water), C1CCOC1 (THF). As a reaction SMILES: [C:1]([NH:8][C@@H:9]([CH2:24][C:25]1[CH:30]=[CH:29][C:28]([O:31][CH3:32])=[CH:27][CH:26]=1)[C@@H:10]([OH:23])[CH2:11][C@@H:12]([CH2:16][C:17]1[CH:22]=[CH:21][CH:20]=[CH:19][CH:18]=1)[C:13]([OH:15])=[O:14])([O:3][C:4]([CH3:7])([CH3:6])[CH3:5])=[O:2].[C:33]([Si:37]([CH3:40])([CH3:39])Cl)([CH3:36])([CH3:35])[CH3:34].N1C=CN=C1.C(=O)([O-])[O-].[K+].[K+]>CN(C=O)C.CCCCCC.C(OCC)(=O)C.O.C1COCC1>[C:1]([NH:8][C@@H:9]([CH2:24][C:25]1[CH:30]=[CH:29][C:28]([O:31][CH3:32])=[CH:27][CH:26]=1)[C@@H:10]([O:23][Si:37]([C:33]([CH3:36])([CH3:35])[CH3:34])([CH3:40])[CH3:39])[CH2:11][C@@H:12]([CH2:16][C:17]1[CH:18]=[CH:19][CH:20]=[CH:21][CH:22]=1)[C:13]([OH:15])=[O:14])([O:3][C:4]([CH3:7])([CH3:6])[CH3:5])=[O:2] |f:3.4.5,7.8|. Product: C(=O)(OC(C)(C)C)N[C@H]([C@H](C[C@H](C(=O)O)CC1=CC=CC=C1)O[Si](C)(C)C(C)(C)C)CC1=CC=C(C=C1)OC (5(S)-(Boc-Amino)-4(S)-(tert-butyldimethylsilyloxy)-6-(p-methoxyphenyl)-2(R)-(phenylmethyl)hexanoic acid). Starting materials: C(=O)(OC(C)(C)C)N[C@H]([C@H](C[C@H](C(=O)O)CC1=CC=CC=C1)O)CC1=CC=C(C=C1)OC (5(S)-(Boc-amino)-4(S)-hydroxy-6-(p-methoxyphenyl)-2(R)-(phenylmethyl)hexanoic acid), C(C)(C)(C)[Si](Cl)(C)C (tert-butyldimethylchlorosilane), N1C=NC=C1 (imidazole), ice water, C([O-])([O-])=O.[K+].[K+] (potassium carbonate).